From a dataset of the Open Reaction Database (ORD), a public repository of structured organic reaction records. describe an organic reaction: reactants, conditions, products, and yield The reactants are FC(C=1NC=C(N1)C(=O)OCC)(F)F (ethyl 2-(trifluoromethyl)-1H-imidazole-4-carboxylate), C[Si](C)(C)CCOCCl (SEM-Cl). Product: FC(C=1N(C=C(N1)C(=O)OCC)COCC[Si](C)(C)C)(F)F (Ethyl 2-(trifluoromethyl)-1-((2-(trimethylsilyl)ethoxy)methyl)-1H-imidazole-4-carboxylate). As a reaction SMILES: [F:1][C:2]([F:14])([F:13])[C:3]1[NH:4][CH:5]=[C:6]([C:8]([O:10][CH2:11][CH3:12])=[O:9])[N:7]=1.[CH3:15][Si:16]([CH2:19][CH2:20][O:21][CH2:22]Cl)([CH3:18])[CH3:17]>>[F:14][C:2]([F:1])([F:13])[C:3]1[N:4]([CH2:22][O:21][CH2:20][CH2:19][Si:16]([CH3:18])([CH3:17])[CH3:15])[CH:5]=[C:6]([C:8]([O:10][CH2:11][CH3:12])=[O:9])[N:7]=1. Reported procedure: The title compound was prepared using the procedure described in Example 52(b) starting from ethyl 2-(trifluoromethyl)-1H-imidazole-4-carboxylate (9.5 mmol, 2 g) and SEM-Cl (11.5 mmol, 2.1 ml). Yield 1.9 g. 1H-NMR (400 MHz; CDCl3): δ −0.01 (s, 9H), 0.91 (t, 2H), 1.40 (t, 3H), 3.54 (t, 2H), 4.40 (q, 2H), 5.43 (s, 2H), 7.85 (s, 1H).